Dataset: the Open Reaction Database (ORD), a public repository of structured organic reaction records. Task: describe an organic reaction: reactants, conditions, products, and yield Reactants: COCCOC, CC1CNCC(C)N1, CN(C)c1ccccc1-c1ccccc1P(C1CCCCC1)C1CCCCC1, CC(=O)c1cccc(Cl)c1, [K+], [K+], [K+], O=C(C=Cc1ccccc1)C=Cc1ccccc1, O=C(C=Cc1ccccc1)C=Cc1ccccc1, O=C(C=Cc1ccccc1)C=Cc1ccccc1, O=P([O-])([O-])[O-], [Pd], [Pd]. Product: CC(=O)c1cccc(N2CC(C)NC(C)C2)c1. RXN SMILES: [CH3:111][O:112][CH2:113][CH2:114][O:115][CH3:116].[CH3:47][CH:48]1[NH:49][CH:50]([CH3:54])[CH2:51][NH:52][CH2:53]1.[CH:9]1([P:10]([CH:11]2[CH2:12][CH2:13][CH2:14][CH2:15][CH2:16]2)[c:17]2[cH:18][cH:19][cH:20][cH:21][c:22]2-[c:23]2[cH:24][cH:25][cH:26][cH:27][c:28]2[N:29]([CH3:30])[CH3:31])[CH2:32][CH2:33][CH2:34][CH2:35][CH2:36]1.[Cl:37][c:38]1[cH:39][c:40]([C:44]([CH3:45])=[O:46])[cH:41][cH:42][cH:43]1.[K+:6].[K+:7].[K+:8].[O:57]=[C:58]([CH:59]=[CH:60][c:61]1[cH:62][cH:63][cH:64][cH:65][cH:66]1)[CH:67]=[CH:68][c:69]1[cH:70][cH:71][cH:72][cH:73][cH:74]1.[O:75]=[C:76]([CH:77]=[CH:78][c:79]1[cH:80][cH:81][cH:82][cH:83][cH:84]1)[CH:85]=[CH:86][c:87]1[cH:88][cH:89][cH:90][cH:91][cH:92]1.[O:93]=[C:94]([CH:95]=[CH:96][c:97]1[cH:98][cH:99][cH:100][cH:101][cH:102]1)[CH:103]=[CH:104][c:105]1[cH:106][cH:107][cH:108][cH:109][cH:110]1.[P:1]([O-:2])([O-:3])([O-:4])=[O:5].[Pd:55].[Pd:56]>>[c:38]1([N:52]2[CH2:51][CH:50]([CH3:54])[NH:49][CH:48]([CH3:47])[CH2:53]2)[cH:39][c:40]([C:44]([CH3:45])=[O:46])[cH:41][cH:42][cH:43]1. The reactants are C(C1=CC=CC=C1)N(C=1C2=C(N=C(N1)NC1=CC=C(C=C1)N1C(=NC=C1)C)CCN(C2)C(=O)OC(C)(C)C)CCO (tert-Butyl 4-(benzyl(2-hydroxyethyl)amino)-2-(4-(2-methyl-1H-imidazol-1-yl)phenylamino)-7,8-dihydropyrido[4,3-d]pyrimidine-6(5H)-carboxylate), Cl (Hydrochloric acid). Solvent: CO (methanol). Conditions: temperature 75 celsius, time 1 hour. Product: C(C1=CC=CC=C1)N(CCO)C=1C2=C(N=C(N1)NC1=CC=C(C=C1)N1C(=NC=C1)C)CCNC2 (2-(Benzyl(2-(4-(2-methyl-1H-imidazol-1-yl)phenylamino)-5,6,7,8-tetrahydropyrido[4,3-d]pyrimidin-4-yl)amino)ethanol). RXN SMILES: [CH2:1]([N:8]([CH2:39][CH2:40][OH:41])[C:9]1[C:10]2[CH2:31][N:30](C(OC(C)(C)C)=O)[CH2:29][CH2:28][C:11]=2[N:12]=[C:13]([NH:15][C:16]2[CH:21]=[CH:20][C:19]([N:22]3[CH:26]=[CH:25][N:24]=[C:23]3[CH3:27])=[CH:18][CH:17]=2)[N:14]=1)[C:2]1[CH:7]=[CH:6][CH:5]=[CH:4][CH:3]=1.Cl>CO>[CH2:1]([N:8]([C:9]1[C:10]2[CH2:31][NH:30][CH2:29][CH2:28][C:11]=2[N:12]=[C:13]([NH:15][C:16]2[CH:21]=[CH:20][C:19]([N:22]3[CH:26]=[CH:25][N:24]=[C:23]3[CH3:27])=[CH:18][CH:17]=2)[N:14]=1)[CH2:39][CH2:40][OH:41])[C:2]1[CH:3]=[CH:4][CH:5]=[CH:6][CH:7]=1. Reported procedure: tert-Butyl 4-(benzyl(2-hydroxyethyl)amino)-2-(4-(2-methyl-1H-imidazol-1-yl)phenylamino)-7,8-dihydropyrido[4,3-d]pyrimidine-6(5H)-carboxylate (121 mg, 0.22 mmol) was dissolved methanol (2 mL). Hydrochloric acid (0.018 mL, 0.22 mmol) was added and the reaction was stirred at 75° C. for 1 h. The solvent was evaporated under reduced pressure and the crude 2-(benzyl(2-(4-(2-methyl-1H-imidazol-1-yl)phenylamino)-5,6,7,8-tetrahydropyrido[4,3-d]pyrimidin-4-yl)amino)ethanol (95 mg, 96%) was used as such i... Starting materials: FC=1C=CC2=C(C(N3[C@H](C=4N2C=NC4C(N)=NO)CC3)=O)C1 ((S)-7-fluoro-12,12a-dihydro-9-oxo-9H,11H-azeto[2,1-c]imidazo[1,5-a][1,4]benzodiazepine-1-carboxamidoxime), C(=O)(OC(C)(C)C)N(C)CC(=O)O (BOC-sarcosine), C(=O)=O (CO2), C(=O)(N1C=NC=C1)N1C=NC=C1 (1,1'-carbonyldiimidazole). Solvent: CN(C=O)C (N,N-dimethylformamide). Run at time 8 hour. Yields the product FC=1C=CC2=C(C(N3[C@H](C=4N2C=NC4C4=NOC(=N4)CN(C)C(=O)OC(C)(C)C)CC3)=O)C1 ((S)-7-fluoro-12,12a-dihydro-1-[5-(N-BOC-N-methylaminomethyl)-1,2,4-oxadiazol-3-yl]-9H,11H-azeto[2,1-c]imidazo[1,5-a][1,4]benzodiazepin-9-one). The yield is 129.2%. Reaction SMILES: [C:1]([N:8]([CH2:10][C:11]([OH:13])=O)[CH3:9])([O:3][C:4]([CH3:7])([CH3:6])[CH3:5])=[O:2].C(N1C=CN=C1)(N1C=CN=C1)=O.C(=O)=O.[F:29][C:30]1[CH:31]=[CH:32][C:33]2[N:39]3[CH:40]=[N:41][C:42]([C:43](=[N:45]O)[NH2:44])=[C:38]3[C@@H:37]3[CH2:47][CH2:48][N:36]3[C:35](=[O:49])[C:34]=2[CH:50]=1>CN(C)C=O>[F:29][C:30]1[CH:31]=[CH:32][C:33]2[N:39]3[CH:40]=[N:41][C:42]([C:43]4[N:45]=[C:11]([CH2:10][N:8]([C:1]([O:3][C:4]([CH3:5])([CH3:6])[CH3:7])=[O:2])[CH3:9])[O:13][N:44]=4)=[C:38]3[C@@H:37]3[CH2:47][CH2:48][N:36]3[C:35](=[O:49])[C:34]=2[CH:50]=1. Procedure details: 6.81 g (36 mmol) of BOC-sarcosine were dissolved in 30 ml of N,N-dimethylformamide and treated portionwise with 6.5 g (40 mmol) of 1,1'-carbonyldiimidazole. After completion of the CO2 evolution the solution was stirred at 40° for 30'. Then, 9.04 g (15 mmol) of (S)-7-fluoro-12,12a-dihydro-9-oxo-9H,11H-azeto[2,1-c]imidazo[1,5-a][1,4]benzodiazepine-1-carboxamidoxime were added and the mixture was stirred at 90° overnight. By evaporation of the solution and chromatography of the residue on 450 g of... Product: CO[Si](OC)(C(C)C)C(C)C. Reactants: CO, COC(C)(C)C, CO[Si](OC)(OC)OC, CO[Si](C(C)C)(C(C)C)C(C)C, CC(C)Cl, I, [Mg]. RXN SMILES: [CH3:16][OH:17].[CH3:30][O:31][C:32]([CH3:33])([CH3:34])[CH3:35].[CH3:7][O:8][Si:9]([O:10][CH3:11])([O:12][CH3:13])[O:14][CH3:15].[CH:18]([CH3:19])([CH3:20])[Si:21]([O:22][CH3:23])([CH:24]([CH3:25])[CH3:26])[CH:27]([CH3:28])[CH3:29].[Cl:3][CH:4]([CH3:5])[CH3:6].[I:2].[Mg:1]>>[CH3:7][O:8][Si:21]([O:22][CH3:23])([CH:24]([CH3:25])[CH3:26])[CH:27]([CH3:28])[CH3:29]. Reactants: O=C([O-])O, CO, CC(C)C(O)(c1cccc(-c2ccc(Cl)cc2)c1)c1cn(C(c2ccccc2)(c2ccccc2)c2ccccc2)cn1, Cl, [Na+], c1ccncc1. Product: CC(C)C(O)(c1cccc(-c2ccc(Cl)cc2)c1)c1c[nH]cn1. RXN SMILES: [C:50](=[O:51])([O-:52])[OH:53].[CH3:55][OH:56].[Cl:1][c:2]1[cH:3][cH:4][c:5](-[c:8]2[cH:9][c:10]([C:14]([CH:15]([CH3:16])[CH3:17])([OH:18])[c:19]3[n:20][cH:21][n:22]([C:24]([c:25]4[cH:26][cH:27][cH:28][cH:29][cH:30]4)([c:31]4[cH:32][cH:33][cH:34][cH:35][cH:36]4)[c:37]4[cH:38][cH:39][cH:40][cH:41][cH:42]4)[cH:23]3)[cH:11][cH:12][cH:13]2)[cH:6][cH:7]1.[ClH:43].[Na+:54].[n:44]1[cH:45][cH:46][cH:47][cH:48][cH:49]1>>[Cl:1][c:2]1[cH:3][cH:4][c:5](-[c:8]2[cH:9][c:10]([C:14]([CH:15]([CH3:16])[CH3:17])([OH:18])[c:19]3[n:20][cH:21][nH:22][cH:23]3)[cH:11][cH:12][cH:13]2)[cH:6][cH:7]1.